This data is from the Open Reaction Database (ORD), a public repository of structured organic reaction records. The task is: describe an organic reaction: reactants, conditions, products, and yield The reactants are CN(C)CCC=C1c2ccccc2C=Cn2cc(C(=O)O)cc21, O=S(Cl)Cl. Product: CN(C)CCC=C1c2ccccc2C=Cn2cc(C(=O)Cl)cc21. RXN SMILES: [C:1](=[O:2])([OH:3])[c:4]1[cH:5][c:6]2[n:12]([cH:13]1)[CH:11]=[CH:10][c:9]1[c:8]([cH:17][cH:16][cH:15][cH:14]1)[C:7]2=[CH:18][CH2:19][CH2:20][N:21]([CH3:22])[CH3:23].[S:24]([Cl:25])([Cl:26])=[O:27]>>[C:1](=[O:2])([c:4]1[cH:5][c:6]2[n:12]([cH:13]1)[CH:11]=[CH:10][c:9]1[c:8]([cH:17][cH:16][cH:15][cH:14]1)[C:7]2=[CH:18][CH2:19][CH2:20][N:21]([CH3:22])[CH3:23])[Cl:26].